From a dataset of the Open Reaction Database (ORD), a public repository of structured organic reaction records. describe an organic reaction: reactants, conditions, products, and yield Reactants: C(C1=CC=CC=C1)OC(=O)NC1=C(C2=C(C3=C(OC2O)C=CC=C3OC(F)F)C=C1)Br (8-benzyloxycarbonylamino-7-bromo-1-difluoromethoxy-6H-dibenzo(b,d)pyran-6-ol). The reagents and catalysts are [Pd] (palladium on carbon). Solvent: CO (methanol). Yields the product NC1=CC2=C(C3=C(OC2O)C=CC=C3OC(F)F)C=C1 (8-amino-1-difluoromethoxy-6H-dibenzo(b,d)pyran-6-ol). As a reaction SMILES: C(OC([NH:11][C:12]1[CH:30]=[CH:29][C:15]2[C:16]3[C:24]([O:25][CH:26]([F:28])[F:27])=[CH:23][CH:22]=[CH:21][C:17]=3[O:18][CH:19]([OH:20])[C:14]=2[C:13]=1Br)=O)C1C=CC=CC=1>[Pd].CO>[NH2:11][C:12]1[CH:30]=[CH:29][C:15]2[C:16]3[C:24]([O:25][CH:26]([F:28])[F:27])=[CH:23][CH:22]=[CH:21][C:17]=3[O:18][CH:19]([OH:20])[C:14]=2[CH:13]=1. Procedure details: A mixture of Example 27E (0.5 g, 1.04 mmol) and 10% palladium on carbon (50 mg) in methanol (50 mL) was shaken under hydrogen gas (balloon) for 6 hours, filtered through diatomaceous earth (Celite®), and concentrated to provide the desired product. MS (ESI(−)Q1MS) m/z 278 (M−H)−. Reagents/catalysts: [N+](CCCC)(CCCC)(CCCC)CCCC.[Br-] (Bu4NBr), CC(=O)[O-].CC(=O)[O-].[Pd+2] (Pd(OAc)2). Procedure details: A schlenk tube was charged with 4,4′-dibromobenzil (2.0 g, 5.4 mmol), K2CO3 (3.75 g, 27.2 mmol), Bu4NBr (1.75 g, 5.4 mmol), LiCl (0.23 g, 5.4 mmol), Pd(OAc)2 (0.12 g, 0.54 mmol), styrene (1.6 mL, 13.6 mmol), and 50 mL of dry DMF. The reaction mixture was heated at 100° C. for 14 h. The reaction mixture was allowed to cool down to room temperature and extracted with CH2Cl2. The organic phase was washed with H2O and dried over anhydrous MgSO4. The solvent was removed under reduced pressure. The cr... Reactants: BrC1=CC=C(C=C1)C(=O)C(=O)C1=CC=C(C=C1)Br (4,4′-dibromobenzil), C(=O)([O-])[O-].[K+].[K+] (K2CO3), [Li+].[Cl-] (LiCl), C=CC1=CC=CC=C1 (styrene). Yields the product C(=CC1=CC=CC=C1)C1=CC=C(C=C1)C(C(=O)C1=CC=C(C=C1)C=CC1=CC=CC=C1)=O (1,2-Bis(4-styrylphenyl)ethane-1,2-dione). Conditions: temperature 100 celsius. Run in CN(C)C=O (DMF). Reaction SMILES: Br[C:2]1[CH:7]=[CH:6][C:5]([C:8]([C:10]([C:12]2[CH:17]=[CH:16][C:15](Br)=[CH:14][CH:13]=2)=[O:11])=[O:9])=[CH:4][CH:3]=1.C([O-])([O-])=O.[K+].[K+].[Li+].[Cl-].[CH2:27]=[CH:28][C:29]1[CH:34]=[CH:33][CH:32]=[CH:31][CH:30]=1>[N+](CCCC)(CCCC)(CCCC)CCCC.[Br-].CC([O-])=O.CC([O-])=O.[Pd+2].CN(C=O)C>[CH:27]([C:2]1[CH:7]=[CH:6][C:5]([C:8](=[O:9])[C:10]([C:12]2[CH:17]=[CH:16][C:15]([CH:10]=[CH:8][C:5]3[CH:6]=[CH:7][CH:2]=[CH:3][CH:4]=3)=[CH:14][CH:13]=2)=[O:11])=[CH:4][CH:3]=1)=[CH:28][C:29]1[CH:34]=[CH:33][CH:32]=[CH:31][CH:30]=1 |f:1.2.3,4.5,7.8,9.10.11|. Yield: 139.4%. Starting materials: Cl (hydrochloric acid), solution, C(#N)[BH3-].[Na+] (sodiumcyanoborohydride), ClCC=O (Chloroacetaldehyde), NC=1C=CC(=C(C(=O)NCC23CC4CC(CC(C2)C4)C3)C1)Cl (5-Amino-2-chloro-N-(tricyclo[3.3.1.13,7]dec-1-ylmethyl)-benzamide). Run in CO (methanol), CO (methanol). Reaction conditions: time 2 day. Product: ClC1=C(C(=O)NCC23CC4CC(CC(C2)C4)C3)C=C(C=C1)NCCCl (2-Chloro-5-(2-chloroethyl)amino-N-(tricylo[3.3.1.13,7]dec-1-ylmethyl)-benzamide). Reaction SMILES: [Cl:1][CH2:2][CH:3]=O.[NH2:5][C:6]1[CH:7]=[CH:8][C:9]([Cl:26])=[C:10]([CH:25]=1)[C:11]([NH:13][CH2:14][C:15]12[CH2:24][CH:19]3[CH2:20][CH:21]([CH2:23][CH:17]([CH2:18]3)[CH2:16]1)[CH2:22]2)=[O:12].Cl.C([BH3-])#N.[Na+]>CO>[Cl:26][C:9]1[CH:8]=[CH:7][C:6]([NH:5][CH2:3][CH2:2][Cl:1])=[CH:25][C:10]=1[C:11]([NH:13][CH2:14][C:15]12[CH2:16][CH:17]3[CH2:23][CH:21]([CH2:20][CH:19]([CH2:18]3)[CH2:24]1)[CH2:22]2)=[O:12] |f:3.4|. Procedure: Chloroacetaldehyde (50% solution in water) (0.705 ml) was added to a solution of amino amide from Example 55 (1.5 g) in methanol (15 ml). After 10 minutes hydrochloric acid (0.77 ml of a 50% solution in methanol) was added. Solid sodiumcyanoborohydride (0.317 g) was added and the mixture stirred at ambient temperature for two days. The solvent was removed under reduced pressure, the residue was dissolved in dichloromethane (50 ml) and washed with aqueous sodium hydrogen carbonate (3×50 ml). The ... Starting materials: NC1=NN2C(C(=C(C(=C2)C2=CC=NN2C2=CC=C(C#N)C=C2)C)C2=CC(=CC=C2)C(F)(F)F)=N1 (4-{5-[2-amino-7-methyl-8-(3-trifluoromethyl-phenyl)-[1,2,4]triazolo[1,5-a]pyridin-6-yl]-pyrazol-1-yl}-benzonitrile), C(C)N=C=O (ethyl isocyanate), ClCCCNC(=O)NC1=NN2C(C(=C(C(=C2)C=2N(N=CC2)C2=CC=C(C=C2)C#N)C)C2=CC(=CC=C2)C(F)(F)F)=N1 (1-(3-Chloro-propyl)-3-[6-[2-(4-cyano-phenyl)-2H-pyrazol-3-yl]-7-methyl-8-(3-trifluoromethyl-phenyl)-[1,2,4]triazolo[1,5-a]pyridin-2-yl]-urea). Yields the product C(#N)C1=CC=C(C=C1)N1N=CC=C1C=1C(=C(C=2N(C1)N=C(N2)NC(=O)NCC)C2=CC(=CC=C2)C(F)(F)F)C (1-[6-[2-(4-Cyano-phenyl)-2H-pyrazol-3-yl]-7-methyl-8-(3-trifluoromethyl-phenyl)-[1,2,4]triazolo[1,5-a]pyridin-2-yl]-3-ethyl-urea). As a reaction SMILES: NC1N=C2C(C3C=CC=C(C(F)(F)F)C=3)=C(C)C(C3N(C4C=CC(C#N)=CC=4)N=CC=3)=CN2N=1.C(N=C=O)C.ClC[CH2:42][CH2:43][NH:44][C:45]([NH:47][C:48]1[N:80]=[C:51]2[C:52]([C:70]3[CH:75]=[CH:74][CH:73]=[C:72]([C:76]([F:79])([F:78])[F:77])[CH:71]=3)=[C:53]([CH3:69])[C:54]([C:56]3[N:57]([C:61]4[CH:66]=[CH:65][C:64]([C:67]#[N:68])=[CH:63][CH:62]=4)[N:58]=[CH:59][CH:60]=3)=[CH:55][N:50]2[N:49]=1)=[O:46]>>[C:67]([C:64]1[CH:63]=[CH:62][C:61]([N:57]2[C:56]([C:54]3[C:53]([CH3:69])=[C:52]([C:70]4[CH:75]=[CH:74][CH:73]=[C:72]([C:76]([F:79])([F:78])[F:77])[CH:71]=4)[C:51]4[N:50]([N:49]=[C:48]([NH:47][C:45]([NH:44][CH2:43][CH3:42])=[O:46])[N:80]=4)[CH:55]=3)=[CH:60][CH:59]=[N:58]2)=[CH:66][CH:65]=1)#[N:68]. Procedure details: The title compound was prepared from 4-{5-[2-amino-7-methyl-8-(3-trifluoromethyl-phenyl)-[1,2,4]triazolo[1,5-a]pyridin-6-yl]-pyrazol-1-yl}-benzonitrile (Ex. 1, 100 mg, 0.218 mmol) and ethyl isocyanate (90 μL, 1.089 mmol) using a similar method to that employed in Intermediate 21 (27 mg). Reactants: CCc1cc2c(s1)-n1c(Br)nnc1CN=C2c1ccccc1Cl, CCOC(=O)Cn1c(C(=O)Cl)cc2ccccc21, ClC(Cl)Cl, [Na+], O=C([O-])O, O=S(=O)(O)O. Product: CCOC(=O)Cn1c(C(=O)NCc2nnc(Br)n2-c2sc(CC)cc2C(=O)c2ccccc2Cl)cc2ccccc21. Reaction SMILES: [Br:1][c:2]1[n:3][n:4][c:5]2[n:6]1-[c:7]1[c:8]([cH:19][c:20]([CH2:22][CH3:23])[s:21]1)[C:9]([c:12]1[c:13]([Cl:18])[cH:14][cH:15][cH:16][cH:17]1)=[N:10][CH2:11]2.[CH2:34]([CH3:35])[O:36][C:37](=[O:38])[CH2:39][n:40]1[c:41]([C:49](=[O:50])[Cl:51])[cH:42][c:43]2[cH:44][cH:45][cH:46][cH:47][c:48]12.[CH:52]([Cl:53])([Cl:54])[Cl:55].[Na+:29].[OH:30][C:31](=[O:32])[O-:33].[S:24](=[O:25])(=[O:26])([OH:27])[OH:28]>>[Br:1][c:2]1[n:3][n:4][c:5]([CH2:11][NH:10][C:49]([c:41]2[n:40]([CH2:39][C:37]([O:36][CH2:34][CH3:35])=[O:38])[c:48]3[c:43]([cH:42]2)[cH:44][cH:45][cH:46][cH:47]3)=[O:50])[n:6]1-[c:7]1[c:8]([C:9]([c:12]2[c:13]([Cl:18])[cH:14][cH:15][cH:16][cH:17]2)=[O:30])[cH:19][c:20]([CH2:22][CH3:23])[s:21]1. The reactants are CN(C)CC(=O)Nc1cccc(-c2nn(C3CCCCO3)c3ccc(C(N)=O)cc23)c1, Cc1ccccc1. Yields the product CN(C)CC(=O)Nc1cccc(-c2n[nH]c3ccc(C(N)=O)cc23)c1. As a reaction SMILES: [CH3:1][N:2]([CH2:3][C:4](=[O:5])[NH:6][c:7]1[cH:8][c:9](-[c:13]2[n:14][n:15]([CH:25]3[CH2:26][CH2:27][CH2:28][CH2:29][O:30]3)[c:16]3[cH:17][cH:18][c:19]([C:22](=[O:23])[NH2:24])[cH:20][c:21]23)[cH:10][cH:11][cH:12]1)[CH3:31].[CH3:32][c:33]1[cH:34][cH:35][cH:36][cH:37][cH:38]1>>[CH3:1][N:2]([CH2:3][C:4](=[O:5])[NH:6][c:7]1[cH:8][c:9](-[c:13]2[n:14][nH:15][c:16]3[cH:17][cH:18][c:19]([C:22](=[O:23])[NH2:24])[cH:20][c:21]23)[cH:10][cH:11][cH:12]1)[CH3:31]. Reactants: C(C)OC(=O)C(=CC1=CN(C2=CC=CC=C12)C=1C=NC=CC1)C (3-[2-(ethoxycarbonyl)-prop-1-enyl)-N-(3-pyridyl)indole), [OH-].[Na+] (sodium hydroxide). Run in CO (methanol), O (water). Product: C(=O)(O)C(=CC1=CN(C2=CC=CC=C12)C=1C=NC=CC1)C (3-(2carboxyprop-1-enyl)-N-(3-pyridyl)indole). Reaction SMILES: C([O:3][C:4]([C:6]([CH3:23])=[CH:7][C:8]1[C:16]2[C:11](=[CH:12][CH:13]=[CH:14][CH:15]=2)[N:10]([C:17]2[CH:18]=[N:19][CH:20]=[CH:21][CH:22]=2)[CH:9]=1)=[O:5])C.[OH-].[Na+]>CO.O>[C:4]([C:6]([CH3:23])=[CH:7][C:8]1[C:16]2[C:11](=[CH:12][CH:13]=[CH:14][CH:15]=2)[N:10]([C:17]2[CH:18]=[N:19][CH:20]=[CH:21][CH:22]=2)[CH:9]=1)([OH:5])=[O:3] |f:1.2|. Procedure: A solution of 1.1 g of 3-[2-(ethoxycarbonyl)-prop-1-enyl)-N-(3-pyridyl)indole, and 0.288 g of sodium hydroxide in 10 ml of methanol and 10 ml of water is heated under reflux for 2 hours, cooled and evaporated. The resulting oil is redissolved in 10 ml of ice water and is neutralized with 0.59 ml of concentrated hydrochloric acid. The resulting solid is filtered and dried to yield 3-(2carboxyprop-1-enyl)-N-(3-pyridyl)indole, m.p. 213°-215°. The reactants are C(C)N(C1=C(C=CC(=C1)OC)[C@H]1CC=2C=CC(=CC2CC1)OC(C(C)(C)C)=O)C(C1=CC=C(C=C1)O)=O (pivalic acid (R)-6-{2-[ethyl(4-hydroxybenzoyl)amino]-4-methoxyphenyl}-5,6,7,8-tetrahydronaphthalen-2-yl ester), N1(CCCCCCC1)C(CCl)=O (1-azocan-1-yl-2-chloroethanone). Yields the product N1(CCCCCCC1)CCOC1=CC=C(CCCNC2=C(C=CC(=C2)OC)[C@H]2CC=3C=CC(=CC3CC2)O)C=C1 ((R)-6-{2-{[4-(2-Azocan-1-ylethoxy)benzyl]ethylamino}-4-methoxyphenyl}-5,6,7,8-tetrahydronaphthalen-2-ol). Yield: 88.7%. As a reaction SMILES: [CH2:1]([N:3](C(=O)C1C=CC(O)=CC=1)[C:4]1[CH:9]=[C:8]([O:10][CH3:11])[CH:7]=[CH:6][C:5]=1[C@@H:12]1[CH2:21][CH2:20][C:19]2[CH:18]=[C:17]([O:22]C(=O)C(C)(C)C)[CH:16]=[CH:15][C:14]=2[CH2:13]1)[CH3:2].[N:38]1([C:46](=O)[CH2:47]Cl)[CH2:45][CH2:44][CH2:43][CH2:42][CH2:41][CH2:40][CH2:39]1>>[N:38]1([CH2:46][CH2:47][O:10][C:8]2[CH:9]=[CH:4][C:5]([CH2:12][CH2:2][CH2:1][NH:3][C:4]3[CH:9]=[C:8]([O:10][CH3:11])[CH:7]=[CH:6][C:5]=3[C@@H:12]3[CH2:21][CH2:20][C:19]4[CH:18]=[C:17]([OH:22])[CH:16]=[CH:15][C:14]=4[CH2:13]3)=[CH:6][CH:7]=2)[CH2:45][CH2:44][CH2:43][CH2:42][CH2:41][CH2:40][CH2:39]1. Reported procedure: Synthesized from pivalic acid (R)-6-{2-[ethyl(4-hydroxybenzoyl)amino]-4-methoxyphenyl}-5,6,7,8-tetrahydronaphthalen-2-yl ester (20 mg) and 1-azocan-1-yl-2-chloroethanone (15 mg) according to an analogous synthetic method to Example 404 and purified by LC-MS, the title compound (9.6 mg) was obtained.